Dataset: the Open Reaction Database (ORD), a public repository of structured organic reaction records. Task: describe an organic reaction: reactants, conditions, products, and yield The reactants are CCO, CCCOc1ccc(-c2nc(-c3ccc4c(c3)c(Cl)cn4CCC(=O)OCC)no2)cc1Cl, [Na+], [OH-]. Product: CCCOc1ccc(-c2nc(-c3ccc4c(c3)c(Cl)cn4CCC(=O)[O-])no2)cc1Cl, [Na+]. As a reaction SMILES: [CH3:36][CH2:37][OH:38].[Cl:1][c:2]1[cH:3][n:4]([CH2:27][CH2:28][C:29](=[O:30])[O:31][CH2:32][CH3:33])[c:5]2[cH:6][cH:7][c:8](-[c:11]3[n:12][o:13][c:14](-[c:16]4[cH:17][c:18]([Cl:26])[c:19]([O:22][CH2:23][CH2:24][CH3:25])[cH:20][cH:21]4)[n:15]3)[cH:9][c:10]12.[Na+:35].[OH-:34]>>[Cl:1][c:2]1[cH:3][n:4]([CH2:27][CH2:28][C:29](=[O:30])[O-:31])[c:5]2[cH:6][cH:7][c:8](-[c:11]3[n:12][o:13][c:14](-[c:16]4[cH:17][c:18]([Cl:26])[c:19]([O:22][CH2:23][CH2:24][CH3:25])[cH:20][cH:21]4)[n:15]3)[cH:9][c:10]12.[Na+:35]. Reactants: CN(C)CC1C2CCC(CC1=O)C2 (2-dimethylaminomethyl-bicyclo[3.2.1]octan-3-one), [Li]C(C)(C)C (t-BuLi), BrC1=CC(=CC=C1)OC (1-bromo-3-methoxy-benzene), resultant mixture. The solvent is C1CCOC1 (THF), CCCCCC (hexane), C1CCOC1 (THF). Run at temperature -78 celsius, time 1 hour. Product: CN(C)CC1C2CCC(CC1(O)C1=CC(=CC=C1)OC)C2 (2-dimethylaminomethyl-3-(3-methoxy-phenyl)-bicyclo[3.2.1]octan-3-ol). Yield: 51.5%. RXN SMILES: [Li]C(C)(C)C.Br[C:7]1[CH:12]=[CH:11][CH:10]=[C:9]([O:13][CH3:14])[CH:8]=1.[CH3:15][N:16]([CH2:18][CH:19]1[C:25](=[O:26])[CH2:24][CH:23]2[CH2:27][CH:20]1[CH2:21][CH2:22]2)[CH3:17]>CCCCCC.C1COCC1>[CH3:17][N:16]([CH2:18][CH:19]1[C:25]([C:7]2[CH:12]=[CH:11][CH:10]=[C:9]([O:13][CH3:14])[CH:8]=2)([OH:26])[CH2:24][CH:23]2[CH2:27][CH:20]1[CH2:21][CH2:22]2)[CH3:15]. Procedure details: Add dropwise a solution of t-BuLi (19.2 mL, 25.0 mmol) in hexane via syringe to a solution of 1-bromo-3-methoxy-benzene (3.74 g, 20.0 mmol) in THF (60 mL) at −78° C. under N2. After being stirred at −78° C. for 1 hour, add dropwise a solution of 2-dimethylaminomethyl-bicyclo[3.2.1]octan-3-one (1.81 g, 10.0 mmol) in THF (10 mL) to the reaction mixture and stir the resultant mixture at −78° C. for additional 1 hour. Quench the reaction with saturated aqueous NH4Cl solution (20 mL). Extract the aqu... Starting materials: 2,4-isomer, 2,6-isomer, C(C(=C)C)(=O)OCCCO (hydroxypropyl methacrylate), C1(C=CC(C=C1)=O)=O (p-benzoquinone), CC=1C(N=C=O)=CC(N=C=O)=CC1 (toluene diisocyanate). Run in C=CC1=CC=CC=C1 (styrene). Run at temperature 50 celsius, time 4 hour. Yields the product C(C=C)(=O)O.NC(=O)OCC (urethane acrylate). Reaction SMILES: [C:1]([O:6]CCCO)(=[O:5])[C:2](C)=[CH2:3].[C:11]1(=[O:18])[CH:16]=CC(=O)C=C1.CC1C(=CC(=CC=1)N=C=O)[N:22]=[C:23]=[O:24]>C=CC1C=CC=CC=1>[C:1]([OH:6])(=[O:5])[CH:2]=[CH2:3].[NH2:22][C:23]([O:18][CH2:11][CH3:16])=[O:24] |f:4.5|. Procedure: A vinyl terminated, fully reacted urethane acrylate was prepared by charging 422 parts of the oxypropylated novolac prepared in Example 1 (2.65 hydroxyl equivalents), 381 parts of hydroxypropyl methacrylate (2.65 moles), 1283 parts of styrene solvent, and 0.28 parts of p-benzoquinone inhibitor to a reactor and heating to 50° C to effect dissolution of the reactants. To the solution was added 460 parts (2.65 moles) of toluene diisocyanate (a commercially available mixture of approximately 80 perc... Reported procedure: 4-Dimethylaminopyridine (12.1 mg) and dibenzotriazol-1-yl oxalate (9.2 mg, 27.4 μmol) were added to a solution of 3,4-difluoro-2-(2-fluoro-4-iodo-phenylamino)-N-(2-hydroxy-ethoxy)-5-[(2-hydroxy-ethylamino)-methyl]-benzamide (15.9 mg, 30.2 μmol) obtained in Step B (or Step B′) of Example 72 in anhydrous N,N-dimethylformamide (1.5 ml) at room temperature. The mixture was stirred at room temperature for 2 hours. Water (6 ml) and 1 N hydrochloric acid (0.5 ml) were added, and the reaction mixture wa... Reagents/catalysts: CN(C1=CC=NC=C1)C (4-Dimethylaminopyridine). Starting materials: O (Water), Cl (hydrochloric acid), C1=CC=C2C(=C1)N=NN2OC(=O)C(=O)ON3C4=CC=CC=C4N=N3 (dibenzotriazol-1-yl oxalate), FC=1C(=C(C(=O)NOCCO)C=C(C1F)CNCCO)NC1=C(C=C(C=C1)I)F (3,4-difluoro-2-(2-fluoro-4-iodo-phenylamino)-N-(2-hydroxy-ethoxy)-5-[(2-hydroxy-ethylamino)-methyl]-benzamide). The solvent is C(Cl)Cl.CO (CH2Cl2 MeOH), CN(C=O)C (N,N-dimethylformamide). RXN SMILES: C1C=C2N=NN([O:10][C:11]([C:13](ON3N=NC4C3=CC=CC=4)=O)=O)C2=CC=1.[F:25][C:26]1[C:27]([NH:45][C:46]2[CH:51]=[CH:50][C:49]([I:52])=[CH:48][C:47]=2[F:53])=[C:28]([CH:36]=[C:37]([CH2:40][NH:41][CH2:42][CH2:43][OH:44])[C:38]=1[F:39])[C:29]([NH:31][O:32][CH2:33][CH2:34][OH:35])=[O:30].[OH2:54].Cl>CN(C)C1C=CN=CC=1.CN(C)C=O.C(Cl)Cl.CO>[O:44]=[C:43]1[O:10][CH2:11][CH2:13][N:41]([CH2:40][C:37]2[C:38]([F:39])=[C:26]([F:25])[C:27]([NH:45][C:46]3[CH:51]=[CH:50][C:49]([I:52])=[CH:48][C:47]=3[F:53])=[C:28]([CH:36]=2)[C:29]([NH:31][O:32][CH2:33][CH2:34][OH:35])=[O:30])[C:42]1=[O:54] |f:6.7|. Run at time 2 hour. Isolated yield 6.0%. The product is O=C1C(N(CCO1)CC=1C(=C(C(=C(C(=O)NOCCO)C1)NC1=C(C=C(C=C1)I)F)F)F)=O (5-(2,3-dioxo-morpholin-4-ylmethyl)-3,4-difluoro-2-(2-fluoro-4-iodo-phenylamino)-N-(2-hydroxy-ethoxy)-benzamide). The reactants are C(C)(=O)O[C@H]1[C@@H](O[C@@H]([C@@H]([C@@H]1OC(C)=O)OC(C)=O)COC(C)=O)OC1=NNC(=C1CC1=CC=C(C=C1)\C=C\CC(=O)O)C(C)C (3-(2,3,4,6-tetra-O-acetyl-β-D-galactopyranosyloxy)-4-({4-[(1E)-3-carboxyprop-1-enyl]-phenyl}methyl)-5-isopropyl-1H-pyrazole), N[C@@H](CO)CCCCNC(=O)OCC1=CC=CC=C1 ((R)-2-amino-6-benzyloxycarbonylamino-1-hexanol), Cl.NCC(=O)N (glycinamide hydrochloride). The product is NCCCC[C@H](CO)NC(=O)CCCC1=CC=C(C=C1)CC=1C(=NNC1C(C)C)O[C@H]1[C@H](O)[C@@H](O)[C@@H](O)[C@H](O1)CO (4-[(4-{3-[(R)-5-Amino-1-(hydroxymethyl)pentylcarbamoyl]-propyl}phenyl)methyl]-3-(β-D-galactopyranosyloxy)-5-isopropyl-1H-pyrazole). RXN SMILES: C([O:4][C@@H:5]1[C@@H:10]([O:11]C(=O)C)[C@@H:9]([O:15]C(=O)C)[C@@H:8]([CH2:19][O:20]C(=O)C)[O:7][C@H:6]1[O:24][C:25]1[C:29]([CH2:30][C:31]2[CH:36]=[CH:35][C:34](/[CH:37]=[CH:38]/[CH2:39][C:40]([OH:42])=O)=[CH:33][CH:32]=2)=[C:28]([CH:43]([CH3:45])[CH3:44])[NH:27][N:26]=1)(=O)C.[NH2:46][C@H:47]([CH2:50][CH2:51][CH2:52][CH2:53][NH:54]C(OCC1C=CC=CC=1)=O)[CH2:48][OH:49].Cl.NCC(N)=O>>[NH2:54][CH2:53][CH2:52][CH2:51][CH2:50][C@@H:47]([NH:46][C:40]([CH2:39][CH2:38][CH2:37][C:34]1[CH:33]=[CH:32][C:31]([CH2:30][C:29]2[C:25]([O:24][C@@H:6]3[O:7][C@H:8]([CH2:19][OH:20])[C@H:9]([OH:15])[C@H:10]([OH:11])[C@H:5]3[OH:4])=[N:26][NH:27][C:28]=2[CH:43]([CH3:44])[CH3:45])=[CH:36][CH:35]=1)=[O:42])[CH2:48][OH:49] |f:2.3|. Procedure details: The title compound was prepared in a similar manner to that described in Example 1 using 3-(2,3,4,6-tetra-O-acetyl-β-D-galactopyranosyloxy)-4-({4-[(1E)-3-carboxyprop-1-enyl]-phenyl}methyl)-5-isopropyl-1H-pyrazole and (R)-2-amino-6-benzyloxycarbonylamino-1-hexanol instead of 3-(2,3,4,6-tetra-O-acetyl-β-D-glucopyranosyloxy)-4-({4-[(1E)-3-carboxyprop-1-enyl]phenyl}methyl)-5-isopropyl-1H-pyrazole and glycinamide hydrochloride, respectively.